From a dataset of the Open Reaction Database (ORD), a public repository of structured organic reaction records. describe an organic reaction: reactants, conditions, products, and yield The reactants are CS(=O)(=O)Cl (Methanesulfonyl chloride), [Si](C)(C)(C(C)(C)C)OCCCOC1=CC(=C(C=C1)CO)OC ({4-[3-(tert-Butyldimethylsilyloxy)propoxy]-2-methoxyphenyl}methanol), C(C)(C)N(CC)C(C)C (diisopropylethylamine), [Cl-].[Li+] (lithium chloride). Solvent: C1CCOC1 (THF), O (water), [Cl-].[Na+].O (brine). Reaction conditions: time 40 minute. Yields the product C(C)(C)(C)[Si](C)(C)OCCCOC1=CC(=C(C=C1)CCl)OC (tert-Butyl{3-[4-(chloromethyl)-3-methoxyphenoxy]propoxy}dimethylsilane). Yield: 111.8%. RXN SMILES: CS(Cl)(=O)=O.[Si:6]([O:13][CH2:14][CH2:15][CH2:16][O:17][C:18]1[CH:23]=[CH:22][C:21]([CH2:24]O)=[C:20]([O:26][CH3:27])[CH:19]=1)([C:9]([CH3:12])([CH3:11])[CH3:10])([CH3:8])[CH3:7].C(N(C(C)C)CC)(C)C.[Cl-:37].[Li+]>C1COCC1.O.[Cl-].[Na+].O>[C:9]([Si:6]([O:13][CH2:14][CH2:15][CH2:16][O:17][C:18]1[CH:23]=[CH:22][C:21]([CH2:24][Cl:37])=[C:20]([O:26][CH3:27])[CH:19]=1)([CH3:8])[CH3:7])([CH3:12])([CH3:11])[CH3:10] |f:3.4,7.8.9|. Procedure: Methanesulfonyl chloride (4.02 mL) was added to the mixture of the product from step (ii) (8.47 g), diisopropylethylamine (13.4 mL) and lithium chloride (3.29 g) in THF (105 mL) at RT and stirred for 40 mins. The mixture was diluted with water and brine, and extracted with EtOAc. The combined organic solutions were washed with brine, dried and concentrated to give 10.0 g of the subtitle compound as a yellow oil; 1H NMR: 7.23 (1H, dd), 6.44-6.49 (2H, m), 4.63 (2H, s), 4.06 (2H, t), 3.85 (3H, s), ... Reactants: ClCCl, O=S(=O)(c1ccc(Cl)cc1)C(c1ccncc1)c1cc(F)ccc1F, O=C(OO)c1cccc(Cl)c1. RXN SMILES: [CH2:37]([Cl:38])[Cl:39].[Cl:1][c:2]1[cH:3][cH:4][c:5]([S:8](=[O:9])(=[O:10])[CH:11]([c:12]2[cH:13][cH:14][n:15][cH:16][cH:17]2)[c:18]2[c:19]([F:25])[cH:20][cH:21][c:22]([F:24])[cH:23]2)[cH:6][cH:7]1.[OH:26][O:27][C:28]([c:29]1[cH:30][c:31]([Cl:32])[cH:33][cH:34][cH:35]1)=[O:36]>>[Cl:1][c:2]1[cH:3][cH:4][c:5]([S:8](=[O:9])(=[O:10])[CH:11]([c:12]2[cH:13][cH:14][n+:15]([O-:26])[cH:16][cH:17]2)[c:18]2[c:19]([F:25])[cH:20][cH:21][c:22]([F:24])[cH:23]2)[cH:6][cH:7]1. Product: O=S(=O)(c1ccc(Cl)cc1)C(c1cc[n+]([O-])cc1)c1cc(F)ccc1F.